This data is from the Open Reaction Database (ORD), a public repository of structured organic reaction records. The task is: describe an organic reaction: reactants, conditions, products, and yield Starting materials: CN(C=O)C (dimethylformamide), Cl.N(C(=N)N)CCCC[C@@H](CC(=O)N)O ((S)-7-guanidino-3-hydroxyheptanamide hydrochloride), C(C1=CC=CC=C1)(=O)Cl (benzoyl chloride). Solvent: ice water, N1=CC=CC=C1 (pyridine). Conditions: time 30 minute. Yields the product Cl.N(C(=N)N)CCCC[C@@H](CC(=O)N)OC(C1=CC=CC=C1)=O ((S)-7-guanidino-3-benzoyloxyheptanamide hydrochloride). RXN SMILES: CN(C)C=O.Cl.[NH:7]([CH2:11][CH2:12][CH2:13][CH2:14][C@H:15]([OH:20])[CH2:16][C:17]([NH2:19])=[O:18])[C:8]([NH2:10])=[NH:9].[C:21]([Cl:29])(=[O:28])[C:22]1[CH:27]=[CH:26][CH:25]=[CH:24][CH:23]=1>N1C=CC=CC=1>[ClH:29].[NH:7]([CH2:11][CH2:12][CH2:13][CH2:14][C@H:15]([O:20][C:21](=[O:28])[C:22]1[CH:27]=[CH:26][CH:25]=[CH:24][CH:23]=1)[CH2:16][C:17]([NH2:19])=[O:18])[C:8]([NH2:10])=[NH:9] |f:1.2,5.6|. Procedure: Into 2.5 ml of dimethylformamide, was dissolved 2.09 of (S)-7-guanidino-3-hydroxyheptanamide hydrochloride followed by 1.7 ml of pyridine. To the solution, while being cooled in ice, was added slowly and dropwise 2.6 ml of benzoyl chloride. The mixture was stirred for 30 minutes while cooling in ice and for further two hours at room temperature. The reaction mixture was diluted with 20 ml of ice water, the separated oily layer was separated, and the aqueous layer was admixed with 600 mg of sodiu... The reactants are [Cl-].[Cl-].[Cl-].[Al+3] (aluminum trichloride), C1=CC=CC2=C1CCCCC2=O (6,7,8,9-Tetrahydro-5H-benzo[7]annulen-5-one), BrBr (bromine), ice. Reaction SMILES: [Cl-].[Cl-].[Cl-].[Al+3].[CH:5]1[C:10]2[CH2:11][CH2:12][CH2:13][CH2:14][C:15](=[O:16])[C:9]=2[CH:8]=[CH:7][CH:6]=1.[Br:17]Br>Cl>[Br:17][C:7]1[CH:6]=[CH:5][C:10]2[CH2:11][CH2:12][CH2:13][CH2:14][C:15](=[O:16])[C:9]=2[CH:8]=1 |f:0.1.2.3|. The product is BrC1=CC2=C(CCCCC2=O)C=C1 (3-bromo-6,7,8,9-tetrahydro-5H-benzo[7]annulen-5-one). Procedure: A 3-neck 250 mL flask fitted with a condenser was charged with aluminum trichloride (45.0 g, 337 mmol) which was then heated to 75° C. under nitrogen. 6,7,8,9-Tetrahydro-5H-benzo[7]annulen-5-one (20.0 g, 125 mmol) was added slowly dropwise via additional funnel. After complete addition, a dark brown slurry was formed. After stirring for 20 min, bromine (8.36 ml, 162 mmol) was added dropwise very slowly at 75° C., and the reaction mixture was stirred at 75° C. for an additional 20 min. The hot mi... The solvent is Cl (HCl). The yield is 27.8%. Reaction conditions: temperature 75 celsius, time 20 minute. Yields the product CS(=O)(=O)Nc1ccc(Oc2ccc(OC(F)(F)F)cc2)cc1. The reactants are O=C([O-])[O-], CC(C)(C)C(=O)CC(=O)C(C)(C)C, CN1CCCC1=O, [Cs+], [Cs+], Cl[Cu], Oc1ccc(OC(F)(F)F)cc1, CS(=O)(=O)Nc1ccc(I)cc1. RXN SMILES: [C:13](=[O:14])([O-:15])[O-:16].[CH3:31][C:32]([CH3:33])([C:34](=[O:35])[CH2:36][C:37](=[O:38])[C:39]([CH3:40])([CH3:41])[CH3:42])[CH3:43].[CH3:44][N:45]1[CH2:46][CH2:47][CH2:48][C:49]1=[O:50].[Cs+:17].[Cs+:18].[Cu:51][Cl:52].[F:1][C:2]([O:3][c:4]1[cH:5][cH:6][c:7]([OH:10])[cH:8][cH:9]1)([F:11])[F:12].[I:19][c:20]1[cH:21][cH:22][c:23]([NH:26][S:27](=[O:28])(=[O:29])[CH3:30])[cH:24][cH:25]1>>[F:1][C:2]([O:3][c:4]1[cH:5][cH:6][c:7]([O:10][c:20]2[cH:21][cH:22][c:23]([NH:26][S:27](=[O:28])(=[O:29])[CH3:30])[cH:24][cH:25]2)[cH:8][cH:9]1)([F:11])[F:12]. Starting materials: [Al+3], ClCCl, [Cl-], [Cl-], [Cl-], Fc1ccccc1, O=C1CCC(=O)O1. Yields the product O=C(O)CCC(=O)c1ccc(F)cc1. Reaction SMILES: [Al+3:11].[CH2:19]([Cl:20])[Cl:21].[Cl-:10].[Cl-:8].[Cl-:9].[F:1][c:2]1[cH:3][cH:4][cH:5][cH:6][cH:7]1.[O:12]=[C:13]1[CH2:14][CH2:15][C:16](=[O:17])[O:18]1>>[F:1][c:2]1[cH:3][cH:4][c:5]([C:16]([CH2:15][CH2:14][C:13](=[O:12])[OH:18])=[O:17])[cH:6][cH:7]1. The reactants are BrC=1C=C(SC1C)C(=S)OC (methyl 4-bromo-5-methylthiothiophene-2-carboxylate), tris-(dibenzylidineacetone)dipalladium, C1(=CC=CC=C1)P(C1=C(C2=CC=CC=C2C=C1)C1=C(C=CC2=CC=CC=C12)P(C1=CC=CC=C1)C1=CC=CC=C1)C1=CC=CC=C1 (racemic-2,2′-bis(diphenylphosphino)-1,1′-binaphthyl), C([O-])([O-])=O.[Cs+].[Cs+] (cesium carbonate), FC=1C=C(N)C=CC1C (3-fluoro-4-methylaniline). Conditions: temperature 100 celsius. Yields the product FC=1C=C(C=CC1C)NC=1C=C(SC1C)C(=S)OC (Methyl 4-[(3-fluoro-4-methylphenyl)amino]-5-methylthiothiophene-2-carboxylate). Isolated yield 77.7%. As a reaction SMILES: Br[C:2]1[CH:3]=[C:4]([C:8]([O:10][CH3:11])=[S:9])[S:5][C:6]=1[CH3:7].C1(P(C2C=CC=CC=2)C2C=CC3C(=CC=CC=3)C=2C2C3C(=CC=CC=3)C=CC=2P(C2C=CC=CC=2)C2C=CC=CC=2)C=CC=CC=1.C(=O)([O-])[O-].[Cs+].[Cs+].[F:64][C:65]1[CH:66]=[C:67]([CH:69]=[CH:70][C:71]=1[CH3:72])[NH2:68]>>[F:64][C:65]1[CH:66]=[C:67]([NH:68][C:2]2[CH:3]=[C:4]([C:8]([O:10][CH3:11])=[S:9])[S:5][C:6]=2[CH3:7])[CH:69]=[CH:70][C:71]=1[CH3:72] |f:2.3.4|. Reported procedure: To an oven-dried glass vial with stir bar was added a mixture of 120 mg (0.449 mmol) of methyl 4-bromo-5-methylthiothiophene-2-carboxylate (as prepared in Example 241, step (a), 41 mg (10 mol %) of tris-(dibenzylidineacetone)dipalladium, 42 mg (15 mol %) of racemic-2,2′-bis(diphenylphosphino)-1,1′-binaphthyl, 205 mg (0.629 mmol) of cesium carbonate and 70 mg (0.56 mmol) of 3-fluoro-4-methylaniline. The vial was transferred to a glove bag, flushed with dry argon and anhydrous toluene (0.9 mL) was... Starting materials: Nc1ncnc2[nH]cnc12, C1COCCO1, c1ccncc1, O=C(Cl)c1ccsc1. Yields the product c1nc(NCc2ccsc2)c2[nH]cnc2n1. As a reaction SMILES: [NH2:1][c:2]1[n:3][cH:4][n:5][c:6]2[nH:7][cH:8][n:9][c:10]12.[O:25]1[CH2:26][CH2:27][O:28][CH2:29][CH2:30]1.[cH:19]1[cH:20][cH:21][n:22][cH:23][cH:24]1.[s:11]1[cH:12][c:13]([C:16]([Cl:17])=[O:18])[cH:14][cH:15]1>>[NH:1]([c:2]1[n:3][cH:4][n:5][c:6]2[n:7][cH:8][nH:9][c:10]12)[CH2:16][c:13]1[cH:12][s:11][cH:15][cH:14]1. Reactants: OC1=CC=C(CO)C=C1 (4-Hydroxybenzylalcohol), [H-].[Na+] (sodium hydride), P(=O)([O-])([O-])[O-] (Phosphate), C(C)(C)Br (isopropyl bromide). Run in CN(C)C=O (DMF). Run at time 18 hour. The product is C(C)(C)OC1=CC=C(C=C1)CO ((4-Isopropoxyphenyl)methanol). Isolated yield 69.6%. As a reaction SMILES: [OH:1][C:2]1[CH:9]=[CH:8][C:5]([CH2:6][OH:7])=[CH:4][CH:3]=1.[H-].[Na+].[CH:12](Br)([CH3:14])[CH3:13].P([O-])([O-])([O-])=O>CN(C=O)C>[CH:12]([O:1][C:2]1[CH:9]=[CH:8][C:5]([CH2:6][OH:7])=[CH:4][CH:3]=1)([CH3:14])[CH3:13] |f:1.2|. Procedure details: 4-Hydroxybenzylalcohol (1 g) in DMF (10 ml) under nitrogen at 0° C. was treated portionwise with sodium hydride (355 mg). The resulting solution was stirred for 0.5 h before isopropyl bromide (0.99 g) was added, and the solution was stirred for a further 18 h. Phosphate buffer (pH=6.5) was then added and the solution was extracted with EtOAc. The combined organic layers were then washed with water, dried (MgSO4) and concentrated in vacuo. The residue was purified by chromatography (Biotage, 90 g... The reactants are IC=1C=CC=2N(C1)C(=C(N2)C(=O)OCC)C (ethyl 6-iodo-3-methylimidazo[1,2-a]pyridine-2-carboxylate), [OH-].[Li+] (lithium hydroxide). Run in C1CCOC1 (THF), O (water). Run at time 16 hour. Product: IC=1C=CC=2N(C1)C(=C(N2)C(=O)O)C (6-Iodo-3-methylimidazo[1,2-a]pyridine-2-carboxylic acid). The yield is 72.9%. Reaction SMILES: [I:1][C:2]1[CH:3]=[CH:4][C:5]2[N:6]([C:8]([CH3:16])=[C:9]([C:11]([O:13]CC)=[O:12])[N:10]=2)[CH:7]=1.[OH-].[Li+]>C1COCC1.O>[I:1][C:2]1[CH:3]=[CH:4][C:5]2[N:6]([C:8]([CH3:16])=[C:9]([C:11]([OH:13])=[O:12])[N:10]=2)[CH:7]=1 |f:1.2|. Procedure details: To a stirred solution of ethyl 6-iodo-3-methylimidazo[1,2-a]pyridine-2-carboxylate (1.5 g) in a mixture of THF (10 ml) and water (10 ml) was added aqueous lithium hydroxide (381 mg), and the resulting mixture was stirred for 16 h at room temperature. The mixture was concentrated in vacuo, and partitioned between EtOAc and water. The organic layer was neutralized with 2 M HCl. The mixture was extracted with EtOAc, dried over Na2SO4, and concentrated in vacuo to give the title compound (1 g) as a ...